From a dataset of the Open Reaction Database (ORD), a public repository of structured organic reaction records. describe an organic reaction: reactants, conditions, products, and yield Reactants: sodium bis(trimethylsill)amide, ClC1=NC(=CC=2N=CNC(C21)=O)Cl (5,7-dichloropyrido[4,3-d]pyrimidin-4(3H)-one), FC(C=1C=C(N)C=CC1)(F)F (3-(trifluoromethyl)aniline). Run in C1CCOC1 (THF), C1CCOC1 (THF), C1CCOC1 (THF). Conditions: temperature 0 celsius, time 5 hour. Yields the product ClC1=CC=2N=CNC(C2C(=N1)NC1=CC(=CC=C1)C(F)(F)F)=O (7-Chloro-5-(3-(trifluoromethyl)phenylamino)pyrido[4,3-d]pyrimidin-4(3H)-one). As a reaction SMILES: [F:1][C:2]([F:11])([F:10])[C:3]1[CH:4]=[C:5]([CH:7]=[CH:8][CH:9]=1)[NH2:6].Cl[C:13]1[C:22]2[C:21](=[O:23])[NH:20][CH:19]=[N:18][C:17]=2[CH:16]=[C:15]([Cl:24])[N:14]=1>C1COCC1>[Cl:24][C:15]1[N:14]=[C:13]([NH:6][C:5]2[CH:7]=[CH:8][CH:9]=[C:3]([C:2]([F:10])([F:11])[F:1])[CH:4]=2)[C:22]2[C:21](=[O:23])[NH:20][CH:19]=[N:18][C:17]=2[CH:16]=1. Reported procedure: To a solution of 3-(trifluoromethyl)aniline (225.6 mg, 1.4 mmol) in THF (6 mL) cooled to 0° C. under dry N2 was added a solution of sodium bis(trimethylsill)amide in THF (1.0 M, 2 mL, 2 mmol) with a syringe resulting a mixture which was stirred at 0° C. for 20 min A solution of 5,7-dichloropyrido[4,3-d]pyrimidin-4(3H)-one (216 mg, 1.0 mmol) in THF (4 mL) was added and the reaction mixture was stirred at 0° C. for 30 minutes and at the room temperature for 5 hours and concentrated to a residue. C...